From a dataset of the Open Reaction Database (ORD), a public repository of structured organic reaction records. describe an organic reaction: reactants, conditions, products, and yield Reactants: CC#N, COC(=O)c1ccc2cc(OC)ccc2c1, Cc1ccccc1, [H-], [Na+]. The product is COc1ccc2cc(C(=O)CC#N)ccc2c1. RXN SMILES: [CH3:19][C:20]#[N:21].[CH3:1][O:2][C:3](=[O:4])[c:5]1[cH:6][c:7]2[cH:8][cH:9][c:10]([O:15][CH3:16])[cH:11][c:12]2[cH:13][cH:14]1.[CH3:22][c:23]1[cH:24][cH:25][cH:26][cH:27][cH:28]1.[H-:18].[Na+:17]>>[C:3](=[O:4])([c:5]1[cH:6][c:7]2[cH:8][cH:9][c:10]([O:15][CH3:16])[cH:11][c:12]2[cH:13][cH:14]1)[CH2:19][C:20]#[N:21]. Starting materials: CCCNC(=O)C1CCC2C3CCc4cc(OS(N)(=O)=O)ccc4C3CCC12C, CC(C)CNC(=O)C1=CCC2C3CCc4cc(OS(N)(=O)=O)ccc4C3CCC12C. Product: CC(C)CNC(=O)C1CCC2C3CCc4cc(OS(N)(=O)=O)ccc4C3CCC12C. RXN SMILES: [S:1](=[O:2])(=[O:3])([O:4][c:5]1[cH:6][cH:7][c:8]2[c:27]([cH:28]1)[CH2:26][CH2:25][CH:10]1[CH:9]2[CH2:14][CH2:13][C:12]2([CH3:15])[CH:11]1[CH2:24][CH2:23][CH:16]2[C:17](=[O:18])[NH:19][CH2:20][CH2:21][CH3:22])[NH2:29].[S:30]([NH2:31])([O:32][c:33]1[cH:34][c:35]2[c:48]([cH:49][cH:50]1)[CH:47]1[CH:38]([CH2:37][CH2:36]2)[CH:39]2[CH2:40][CH:41]=[C:42]([C:51]([NH:52][CH2:53][CH:54]([CH3:55])[CH3:56])=[O:57])[C:43]2([CH3:44])[CH2:45][CH2:46]1)(=[O:58])=[O:59]>>[S:30]([NH2:31])([O:32][c:33]1[cH:34][c:35]2[c:48]([cH:49][cH:50]1)[CH:47]1[CH:38]([CH2:37][CH2:36]2)[CH:39]2[CH2:40][CH2:41][CH:42]([C:51]([NH:52][CH2:53][CH:54]([CH3:55])[CH3:56])=[O:57])[C:43]2([CH3:44])[CH2:45][CH2:46]1)(=[O:58])=[O:59].